Dataset: the Open Reaction Database (ORD), a public repository of structured organic reaction records. Task: describe an organic reaction: reactants, conditions, products, and yield The reactants are C(C)(=O)Cl (acetyl chloride), O (Water), N(=[N+]=[N-])CCOCCOCCOCCOCC(=O)O (14-azido-3,6,9,12-tetraoxatetradecanoic acid). Solvent: C(C)O (ethanol), C(C)O (ethanol). Run at time 1 hour. The product is Cl (hydrogen chloride), NCCOCCOCCOCCOCC(=O)OCC (Ethyl 14-amino-3,6,9,12-tetraoxatetradecanoate). Reaction SMILES: [C:1]([Cl:4])(=O)[CH3:2].[N:5]([CH2:8][CH2:9][O:10][CH2:11][CH2:12][O:13][CH2:14][CH2:15][O:16][CH2:17][CH2:18][O:19][CH2:20][C:21]([OH:23])=[O:22])=[N+]=[N-].O>C(O)C>[ClH:4].[NH2:5][CH2:8][CH2:9][O:10][CH2:11][CH2:12][O:13][CH2:14][CH2:15][O:16][CH2:17][CH2:18][O:19][CH2:20][C:21]([O:23][CH2:1][CH3:2])=[O:22]. Procedure: A solution of anhydrous hydrogen chloride in ethanol was prepared by slow addition of acetyl chloride (100 mL) to anhydrous ethanol (500 mL), followed by stirring at room temperature for one hour. 3 (44 g) was added and the solution stirred for one hour. Water (1 L) was added and the solution extracted with methylene chloride (3×). The solvent was removed on a rotovap and the residue dissolved in ethanol. Activated charcoal was added and the mixture stirred for approximately half an hour after w... Starting materials: NC1=C(C(=CC=C1N)[N+](=O)[O-])C (2,3-diamino-6-nitrotoluene), Cl (hydrochloric acid), C(C)(=O)O (acetic acid), ice, [OH-].[NH4+] (ammonium hydroxide). Yields the product CC=1NC2=C(N1)C=CC(=C2C)[N+](=O)[O-] (2,4-dimethyl-5-nitrobenzimidazole). Reaction SMILES: [NH2:1][C:2]1[C:7]([NH2:8])=[CH:6][CH:5]=[C:4]([N+:9]([O-:11])=[O:10])[C:3]=1[CH3:12].Cl.[OH-].[NH4+].[C:16](O)(=O)[CH3:17]>>[CH3:16][C:17]1[NH:1][C:2]2[C:3]([CH3:12])=[C:4]([N+:9]([O-:11])=[O:10])[CH:5]=[CH:6][C:7]=2[N:8]=1 |f:2.3|. Procedure details: A mixture of 2,3-diamino-6-nitrotoluene (0.945 g, 5.65 mmol), conc. hydrochloric acid (5 mL) and glacial acetic acid (30 mL) is heated to reflux for 2 hours. The mixture is cooled to room temperature, then poured in a mixture of crushed ice (100 mL) and ammonium hydroxide (100 mL) and extracted with 20% methanol in chloroform (2×400 mL). The combined extracts are dried over potassium carbonate and rotary evaporated to afford 2,4-dimethyl-5-nitrobenzimidazole as a brown solid. The product is used... Reactants: O=C([O-])Cc1ccccc1Nc1c(Cl)cccc1Cl, CCN(Cc1cc(C(=O)OCCCCCl)cc(Br)c1N)C1CCCCCC1, [Na+]. The product is CCN(Cc1cc(C(=O)OCCCCOC(=O)Cc2ccccc2Nc2c(Cl)cccc2Cl)cc(Br)c1N)C1CCCCCC1. Reaction SMILES: [Cl:28][c:29]1[c:30]([NH:36][c:37]2[c:38]([CH2:43][C:44](=[O:45])[O-:46])[cH:39][cH:40][cH:41][cH:42]2)[c:31]([Cl:35])[cH:32][cH:33][cH:34]1.[NH2:1][c:2]1[c:3]([Br:27])[cH:4][c:5]([C:6](=[O:7])[O:8][CH2:9][CH2:10][CH2:11][CH2:12][Cl:13])[cH:14][c:15]1[CH2:16][N:17]([CH2:18][CH3:19])[CH:20]1[CH2:21][CH2:22][CH2:23][CH2:24][CH2:25][CH2:26]1.[Na+:47]>>[NH2:1][c:2]1[c:3]([Br:27])[cH:4][c:5]([C:6](=[O:7])[O:8][CH2:9][CH2:10][CH2:11][CH2:12][O:45][C:44]([CH2:43][c:38]2[c:37]([NH:36][c:30]3[c:29]([Cl:28])[cH:34][cH:33][cH:32][c:31]3[Cl:35])[cH:42][cH:41][cH:40][cH:39]2)=[O:46])[cH:14][c:15]1[CH2:16][N:17]([CH2:18][CH3:19])[CH:20]1[CH2:21][CH2:22][CH2:23][CH2:24][CH2:25][CH2:26]1. Reactants: COC=1C=C(CC=2C(NC(=NC2)SC)=O)C=CC1 (5-(3-methoxybenzyl)-2-methylthio-4-pyrimidone), CN(C)CC=1C=C(CSCCN)C=CC1 (2-(3-dimethylaminomethylbenzylthio)ethylamine). Solvent: N1=CC=CC=C1 (pyridine). The product is CN(C)CC=1C=C(CSCCNC2=NC=C(C(N2)=O)CC2=CC(=CC=C2)OC)C=CC1 (2-[2-(3-dimethylaminomethylbenzylthio)ethylamino]-5-(3-methoxybenzyl)-4-pyrimidone). RXN SMILES: [CH3:1][N:2]([CH2:4][C:5]1[CH:6]=[C:7]([CH:13]=[CH:14][CH:15]=1)[CH2:8][S:9][CH2:10][CH2:11][NH2:12])[CH3:3].[CH3:16][O:17][C:18]1[CH:19]=[C:20]([CH:31]=[CH:32][CH:33]=1)[CH2:21][C:22]1[C:23](=[O:30])[NH:24][C:25](SC)=[N:26][CH:27]=1>N1C=CC=CC=1>[CH3:3][N:2]([CH2:4][C:5]1[CH:6]=[C:7]([CH:13]=[CH:14][CH:15]=1)[CH2:8][S:9][CH2:10][CH2:11][NH:12][C:25]1[NH:24][C:23](=[O:30])[C:22]([CH2:21][C:20]2[CH:31]=[CH:32][CH:33]=[C:18]([O:17][CH3:16])[CH:19]=2)=[CH:27][N:26]=1)[CH3:1]. Reported procedure: Reaction of 2-(3-dimethylaminomethylbenzylthio)ethylamine by heating under reflux for 40 hours in dry pyridine with 5-(3-methoxybenzyl)-2-methylthio-4-pyrimidone gives 2-[2-(3-dimethylaminomethylbenzylthio)ethylamino]-5-(3-methoxybenzyl)-4-pyrimidone. Starting materials: C=C1CCCCC1, CC1CCCCC1, [Cu], CCOC(=O)C=[N+]=[N-]. The product is CCOC(=O)C1CC12CCCCC2. Reaction SMILES: [CH2:1]=[C:2]1[CH2:3][CH2:4][CH2:5][CH2:6][CH2:7]1.[CH3:17][CH:18]1[CH2:19][CH2:20][CH2:21][CH2:22][CH2:23]1.[Cu:16].[N+:8](=[N-:9])=[CH:10][C:11](=[O:12])[O:13][CH2:14][CH3:15]>>[CH2:1]1[C:2]2([CH2:3][CH2:4][CH2:5][CH2:6][CH2:7]2)[CH:10]1[C:11](=[O:12])[O:13][CH2:14][CH3:15]. The reactants are C(C(O)C(O)C(=O)O)(=O)O (tartaric acid), racemic mixture, CN(C[C@@H]([C@](CC)(O)C1=CC(=CC=C1)OC)C)C ((2S,3S)-1-dimethylamino-3-(3-methoxyphenyl)-2-methylpentan-3-ol), B([C@@H]1CCCN1C(=O)[C@H](C(C)C)N)(O)O.CS(=O)(=O)O (Pt100), CN(C[C@@H]([C@](CC)(O)C1=CC(=CC=C1)OC)C)C ((2S,3S)-1-dimethylamino-3-(3-methoxyphenyl)-2-methylpentan-3-ol), [C@@H]([C@H](C(=O)O)O)(C(=O)O)O ((+)-(2R,3R)-tartaric acid). The solvent is C(C)O (ethanol), C(C)O (ethanol). Reaction conditions: time 20 hour. Yields the product C(=O)(O)C(O)C(O)C(=O)O.CN(C[C@@H]([C@](CC)(O)C1=CC(=CC=C1)OC)C)C ((2S,3S)-1-dimethylamino-3-(3-methoxyphenyl)-2-methylpentan-3-ol (+)-tartrate). Isolated yield 45.0%. RXN SMILES: B(O)(O)[C@H]1N(C([C@@H](N)C(C)C)=O)CCC1.CS(O)(=O)=O.[C@H:21]([OH:30])([C:27]([OH:29])=[O:28])[C@@H:22]([OH:26])[C:23]([OH:25])=[O:24].[CH3:31][N:32]([CH3:48])[CH2:33][C@H:34]([CH3:47])[C@@:35]([C:39]1[CH:44]=[CH:43][CH:42]=[C:41]([O:45][CH3:46])[CH:40]=1)([OH:38])[CH2:36][CH3:37].C(O)(=O)C(C(C(O)=O)O)O>C(O)C>[C:23]([CH:22]([CH:21]([C:27]([OH:29])=[O:28])[OH:30])[OH:26])([OH:25])=[O:24].[CH3:48][N:32]([CH3:31])[CH2:33][C@H:34]([CH3:47])[C@@:35]([C:39]1[CH:44]=[CH:43][CH:42]=[C:41]([O:45][CH3:46])[CH:40]=1)([OH:38])[CH2:36][CH3:37] |f:0.1,6.7|. Procedure: A 100 l double wall jacketed reaction vessel with electric impeller stirrer, Pt100 temperature sensor and oil-based cooling and heating system was charged with 6.93 kg (46.17 mol) of (+)-(2R,3R)-tartaric acid in 751 of ethanol. Then, 10.55 kg (41.97 mol) of a racemic mixture of the enantiomeric pair (2R,3R)/(2S,3S)-1-dimethylamino-3-(3-methoxyphenyl)-2-methylpentan-3-ol in 3.5 l of ethanol were introduced. The racemic mixture was enriched in respect of the enantiomer with the (2S,3S) configurati... Reactants: C1CCOC1, CC(=O)O, CO, Clc1nc2ncnn2c(Cl)c1-c1ccccc1. Product: Clc1nc2ncnn2cc1-c1ccccc1. As a reaction SMILES: [CH2:24]1[O:25][CH2:26][CH2:27][CH2:28]1.[CH3:18][C:19](=[O:20])[OH:21].[CH3:22][OH:23].[Cl:1][c:2]1[n:3][c:4]2[n:5]([c:6]([Cl:14])[c:7]1-[c:8]1[cH:9][cH:10][cH:11][cH:12][cH:13]1)[n:15][cH:16][n:17]2>>[Cl:1][c:2]1[n:3][c:4]2[n:5]([cH:6][c:7]1-[c:8]1[cH:9][cH:10][cH:11][cH:12][cH:13]1)[n:15][cH:16][n:17]2.